From a dataset of the Open Reaction Database (ORD), a public repository of structured organic reaction records. describe an organic reaction: reactants, conditions, products, and yield Reactants: CC1(OC[C@](N1C(=O)OC(C)(C)C)(C(=O)NNC(C1=CC(=C(C=C1)OCCCCCCCC)C(F)(F)F)=O)C)C ((S)-tert-butyl 2,2,4-trimethyl-4-(2-(4-(octyloxy)-3-(trifluoromethyl)-benzoyl)hydrazinecarbonyl)oxazolidine-3-carboxylate), O.C1(=CC=C(C=C1)S(=O)(=O)O)C (p-toluenesulfonic acid monohydrate). Run in CO (methanol). Product: N[C@](CO)(C)C=1SC(=NN1)C1=CC(=C(C=C1)OCCCCCCCC)C(F)(F)F ((S)-2-Amino-2-(5-(4-(octyloxy)-3-(trifluoromethyl)phenyl)-1,3,4-thiadiazol-2-yl)propan-1-ol), C(=O)(C(F)(F)F)O (TFA). Isolated yield 233.9%. Reaction SMILES: CC1(C)[N:6](C(OC(C)(C)C)=O)[C@:5]([CH3:39])([C:14]([NH:16][NH:17][C:18](=O)[C:19]2[CH:24]=[CH:23][C:22]([O:25][CH2:26][CH2:27][CH2:28][CH2:29][CH2:30][CH2:31][CH2:32][CH3:33])=[C:21]([C:34]([F:37])([F:36])[F:35])[CH:20]=2)=O)[CH2:4][O:3]1.[OH2:41].C1(C)C=CC([S:48](O)(=O)=[O:49])=CC=1>CO>[NH2:6][C@@:5]([C:14]1[S:48][C:18]([C:19]2[CH:24]=[CH:23][C:22]([O:25][CH2:26][CH2:27][CH2:28][CH2:29][CH2:30][CH2:31][CH2:32][CH3:33])=[C:21]([C:34]([F:37])([F:36])[F:35])[CH:20]=2)=[N:17][N:16]=1)([CH3:39])[CH2:4][OH:3].[C:21]([OH:49])([C:34]([F:37])([F:36])[F:35])=[O:41] |f:1.2|. Procedure: A solution of (S)-tert-butyl 2,2,4-trimethyl-4-(2-(4-(octyloxy)-3-(trifluoromethyl)-benzoyl)hydrazinecarbonyl)oxazolidine-3-carboxylate (14a) (156 mg, 0.27 mmol) in methanol (5 mL) was treated with p-toluenesulfonic acid monohydrate (259 mg, 1.36 mmol) at 70° C. for 2 hours. The reaction mixture was then cooled to room temperature and purified by prep HPLC on a C8(2) column ((Luna, 5μ, 100×21.10 mm) with acetonitrile-H2O (0.1% TFA) as mobile phase and gradient 30-98% in 20 min. The title compoun... Reactants: FC1=C(C=CC(=C1)B1OC(C(O1)(C)C)(C)C)C=1C=C2C(=NC1)NC=C2 (5-(2-fluoro-4-(4,4,5,5-tetramethyl-1,3,2-dioxaborolan-2-yl)phenyl)-1H-pyrrolo[2,3-b]pyridine), BrC1=C(OC2=NC=CC(=N2)N)C=CC=C1 (2-(2-bromophenoxy)pyrimidin-4-amine). Yields the product FC=1C=C(C=CC1C=1C=C2C(=NC1)NC=C2)C2=C(C=CC=C2)OC2=NC=CC(=N2)N (2-{[3′-Fluoro-4′-(1H-pyrrolo[2,3-b]pyridin-5-yl)biphenyl-2-yl]oxy}pyrimidin-4-amine). As a reaction SMILES: [F:1][C:2]1[CH:7]=[C:6](B2OC(C)(C)C(C)(C)O2)[CH:5]=[CH:4][C:3]=1[C:17]1[CH:18]=[C:19]2[CH:25]=[CH:24][NH:23][C:20]2=[N:21][CH:22]=1.Br[C:27]1[CH:40]=[CH:39][CH:38]=[CH:37][C:28]=1[O:29][C:30]1[N:35]=[C:34]([NH2:36])[CH:33]=[CH:32][N:31]=1>>[F:1][C:2]1[CH:7]=[C:6]([C:27]2[CH:40]=[CH:39][CH:38]=[CH:37][C:28]=2[O:29][C:30]2[N:35]=[C:34]([NH2:36])[CH:33]=[CH:32][N:31]=2)[CH:5]=[CH:4][C:3]=1[C:17]1[CH:18]=[C:19]2[CH:25]=[CH:24][NH:23][C:20]2=[N:21][CH:22]=1. Procedure: The title compound was prepared using methods analogous to those described in Example 376 using 5-(2-fluoro-4-(4,4,5,5-tetramethyl-1,3,2-dioxaborolan-2-yl)phenyl)-1H-pyrrolo[2,3-b]pyridine and 2-(2-bromophenoxy)pyrimidin-4-amine. MS (ESI): mass calcd. for C23H16FN5O, 397.13; m/z found, 398.1 [M+H]+. 1H NMR (400 MHz, CDCl3) δ 8.94 (s, 1H), 8.47 (s, 1H), 8.11 (d, J=2.1, 1H), 7.96 (d, J=5.7, 1H), 7.54-7.30 (m, 9H), 6.07 (d, J=5.7, 1H), 4.96-4.85 (m, 2H).